Dataset: the Open Reaction Database (ORD), a public repository of structured organic reaction records. Task: describe an organic reaction: reactants, conditions, products, and yield Product: COC(=O)Cn1ccc(NC(=O)c2ccccc2)nc1=O. The reactants are COC(=O)CBr, O=C(Nc1cc[nH]c(=O)n1)c1ccccc1, CO, ClCCl, [H-], [H][H], [Na+], CN(C)C=O. Reaction SMILES: [Br:21][CH2:22][C:23](=[O:24])[O:25][CH3:26].[C:1]([c:2]1[cH:3][cH:4][cH:5][cH:6][cH:7]1)(=[O:8])[NH:9][c:10]1[n:11][c:12](=[O:16])[nH:13][cH:14][cH:15]1.[CH3:35][OH:36].[Cl:32][CH2:33][Cl:34].[H-:17].[H:19][H:20].[Na+:18].[O:27]=[CH:28][N:29]([CH3:30])[CH3:31]>>[C:1]([c:2]1[cH:3][cH:4][cH:5][cH:6][cH:7]1)(=[O:8])[NH:9][c:10]1[n:11][c:12](=[O:16])[n:13]([CH2:22][C:23](=[O:24])[O:25][CH3:26])[cH:14][cH:15]1. Reactants: BrC=1C=C2C(C(NC(C2=CC1)=O)=O)=COC (6-bromo-4-methoxymethylene-4H-isoquinoline-1,3-dione), N1(CCCC1)CCC1=CC=C(C=C1)N (4-(2-pyrrolidin-1-yl-ethyl)-phenylamine). The solvent is CN(C=O)C (N,N-dimethylformamide). The product is BrC=1C=C2C(C(NC(C2=CC1)=O)=O)=CNC1=CC=C(C=C1)CCN1CCCC1 (6-Bromo-4-{[4-(2-pyrrolidin-1-yl-ethyl)-phenylamino]-methylene}-4H-isoquinolin-1,3-dione). Reaction SMILES: [Br:1][C:2]1[CH:3]=[C:4]2[C:9](=[CH:10][CH:11]=1)[C:8](=[O:12])[NH:7][C:6](=[O:13])[C:5]2=[CH:14]OC.[N:17]1([CH2:22][CH2:23][C:24]2[CH:29]=[CH:28][C:27]([NH2:30])=[CH:26][CH:25]=2)[CH2:21][CH2:20][CH2:19][CH2:18]1>CN(C)C=O>[Br:1][C:2]1[CH:3]=[C:4]2[C:9](=[CH:10][CH:11]=1)[C:8](=[O:12])[NH:7][C:6](=[O:13])[C:5]2=[CH:14][NH:30][C:27]1[CH:28]=[CH:29][C:24]([CH2:23][CH2:22][N:17]2[CH2:21][CH2:20][CH2:19][CH2:18]2)=[CH:25][CH:26]=1. Procedure details: A solution of 0.300 g (1.06 mmol) of 6-bromo-4-methoxymethylene-4H-isoquinoline-1,3-dione and 0.222 g (1.17 mmol) of 4-(2-pyrrolidin-1-yl-ethyl)-phenylamine in 1.8 mL of N,N-dimethylformamide (DMF) is heated at 120° C. for 1 h. The reaction is placed in a freezer and the precipitated material is collected, washed with cold N,N-dimethylformamide (DMF) (2×), cold MeOH (2×) and Et2O and dried in vacuo to give 0.307 g (66%) of brick red crystals: mp 212-214° C. (dec); Starting materials: C(C1=CC=CC=C1)OC(=O)C1CN(CCC1)CC1=CC=CC=C1 (1-benzylpiperidine-3-carboxylic acid benzyl ester), [OH-].[Na+] (sodium hydroxide). The solvent is CO (methanol). Run at time 18 hour. The product is C(C1=CC=CC=C1)N1CC(CCC1)C(=O)O (1-Benzylpiperidine-3-carboxylic acid). Isolated yield 94.0%. As a reaction SMILES: C([O:8][C:9]([CH:11]1[CH2:16][CH2:15][CH2:14][N:13]([CH2:17][C:18]2[CH:23]=[CH:22][CH:21]=[CH:20][CH:19]=2)[CH2:12]1)=[O:10])C1C=CC=CC=1.[OH-].[Na+]>CO>[CH2:17]([N:13]1[CH2:14][CH2:15][CH2:16][CH:11]([C:9]([OH:10])=[O:8])[CH2:12]1)[C:18]1[CH:19]=[CH:20][CH:21]=[CH:22][CH:23]=1 |f:1.2|. Procedure: To a solution 3.0 g (9.7 mmol) of 1-benzylpiperidine-3-carboxylic acid benzyl ester (Example A21) in methanol (20 mL) was added 1N sodium hydroxide (20 mL), and the reaction is stirred at room temperature for 18 hours. The methanol is removed in vacuo and the basic aqueous solution is acidified to pH 4 with 1.0 M hydrochloric acid. After washing with ethyl acetate, the aqueous acid layer is lyophilized. The solid is suspended in methanol (10 mL), stirred for 10 minutes and filtered. The filtrate... The product is Cl.C(C)(C)(C)N1N=C2C(NC3(CC2=C1)CC1CCC(C3)N1)=O (2′-tert-butyl-4′,6′-dihydro-8-azaspiro[bicyclo[3.2.1]octane-3,5′-pyrazolo[3,4-c]pyridin]-7′(2′H)-one hydrochloride). Reaction SMILES: [ClH:1].[CH:2]([N:5]1[CH:13]=[C:12]2[C:7]([C:8](=[O:19])[NH:9][C:10]3([CH2:18][CH2:17][NH:16][CH2:15][CH2:14]3)[CH2:11]2)=[N:6]1)([CH3:4])[CH3:3].[C@@H:20]12N(C(OC(C)(C)C)=O)[C@@H](CC1)CC(C(OC)=O)[CH2:21]2.[C:39](N1C=C(CI)C(I)=N1)(C)(C)C>>[ClH:1].[C:2]([N:5]1[CH:13]=[C:12]2[C:7]([C:8](=[O:19])[NH:9][C:10]3([CH2:14][CH:15]4[NH:16][CH:17]([CH2:20][CH2:21]4)[CH2:18]3)[CH2:11]2)=[N:6]1)([CH3:39])([CH3:4])[CH3:3] |f:0.1,4.5|. Procedure details: The title compound was prepared by a method analogous to that described for Intermediate 3, Steps 4-8, using (1R,5S)-8-tert-butyl 3-methyl 8-azabicyclo[3.2.1]octane-3,8-dicarboxylate and 1-tert-butyl-3-iodo-4-(iodomethyl)-1H-pyrazole. +ESI (M+H) 289.2; 1H NMR (400 MHz, CD3OD, δ): 7.69 (s, 1H), 4.03-4.10 (m, 2H), 2.74 (s, 2H), 2.39-2.46 (m, 2H), 2.10-2.25 (m, 6H), 1.59 (s, 9H). The reactants are Cl.C(C)(C)N1N=C2C(NC3(CC2=C1)CCNCC3)=O (2′-isopropyl-4′,6′-dihydrospiro[piperidine-4,5′-pyrazolo[3,4-c]pyridin]-7′(2′H)-one hydrochloride salt), [C@H]12CC(C[C@H](CC1)N2C(=O)OC(C)(C)C)C(=O)OC ((1R,5S)-8-tert-butyl 3-methyl 8-azabicyclo[3.2.1]octane-3,8-dicarboxylate), C(C)(C)(C)N1N=C(C(=C1)CI)I (1-tert-butyl-3-iodo-4-(iodomethyl)-1H-pyrazole).